Task: describe an organic reaction: reactants, conditions, products, and yield. Dataset: the Open Reaction Database (ORD), a public repository of structured organic reaction records Reactants: O=C([O-])[O-], CN(C)C=O, CCOC(C)=O, Cc1nc(CCl)cs1, Cl, [Cs+], [Cs+], [I-], [Na+], CC(C)(C)OC(=O)NC(Cc1ccc(O)cc1)C1CO1. The product is Cc1nc(COc2ccc(CC(NC(=O)OC(C)(C)C)C3CO3)cc2)cs1. Reaction SMILES: [C:30](=[O:31])([O-:32])[O-:33].[CH3:38][N:39]([CH3:40])[CH:41]=[O:42].[CH3:43][CH2:44][O:45][C:46](=[O:47])[CH3:48].[Cl:2][CH2:3][c:4]1[n:5][c:6]([CH3:9])[s:7][cH:8]1.[ClH:1].[Cs+:34].[Cs+:35].[I-:37].[Na+:36].[OH:10][c:11]1[cH:12][cH:13][c:14]([CH2:17][CH:18]([CH:19]2[O:20][CH2:21]2)[NH:22][C:23]([O:24][C:25]([CH3:26])([CH3:27])[CH3:28])=[O:29])[cH:15][cH:16]1>>[CH2:3]([c:4]1[n:5][c:6]([CH3:9])[s:7][cH:8]1)[O:10][c:11]1[cH:12][cH:13][c:14]([CH2:17][CH:18]([CH:19]2[O:20][CH2:21]2)[NH:22][C:23]([O:24][C:25]([CH3:26])([CH3:27])[CH3:28])=[O:29])[cH:15][cH:16]1.